Dataset: the Open Reaction Database (ORD), a public repository of structured organic reaction records. Task: describe an organic reaction: reactants, conditions, products, and yield Starting materials: Cl (HCl), FC1=CC=C(C=C1)C1CCNCC1 (4-(4-fluoro-phenyl)-piperidine), BrCCOC1=CC=C(C=C1)C1=NOC2=C1C=CC(=C2)F (3-[4-(2-bromo-ethoxy)-phenyl]-6-fluoro-benzo[d]isoxazole), C([O-])([O-])=O.[K+].[K+] (potassium carbonate), [I-].[K+] (potassium iodide). Solvent: CCOCC (ether), C(C)#N (acetonitrile), C(Cl)(Cl)Cl (chloroform), O (water). Run at time 72 hour. Product: Cl.FC1=CC2=C(C(=NO2)C2=CC=C(C=C2)OCCN2CCC(CC2)C2=CC=C(C=C2)F)C=C1 (6-fluoro-3-(4-{2-[4-(4-fluoro-phenyl)-piperidin-1-yl]-ethoxy}-phenyl) -benzo[d]isoxazole hydrochloride). The yield is 48.0%. RXN SMILES: [F:1][C:2]1[CH:7]=[CH:6][C:5]([CH:8]2[CH2:13][CH2:12][NH:11][CH2:10][CH2:9]2)=[CH:4][CH:3]=1.Br[CH2:15][CH2:16][O:17][C:18]1[CH:23]=[CH:22][C:21]([C:24]2[C:28]3[CH:29]=[CH:30][C:31]([F:33])=[CH:32][C:27]=3[O:26][N:25]=2)=[CH:20][CH:19]=1.C(=O)([O-])[O-].[K+].[K+].[I-].[K+].[ClH:42]>O.C(Cl)(Cl)Cl.CCOCC.C(#N)C>[ClH:42].[F:33][C:31]1[CH:30]=[CH:29][C:28]2[C:24]([C:21]3[CH:20]=[CH:19][C:18]([O:17][CH2:16][CH2:15][N:11]4[CH2:10][CH2:9][CH:8]([C:5]5[CH:6]=[CH:7][C:2]([F:1])=[CH:3][CH:4]=5)[CH2:13][CH2:12]4)=[CH:23][CH:22]=3)=[N:25][O:26][C:27]=2[CH:32]=1 |f:2.3.4,5.6,12.13|. Procedure details: Add 4-(4-fluoro-phenyl)-piperidine (133 mg, 0.744 mol) (See Table No.1, SM 2) to a suspension of 3-[4-(2-bromo-ethoxy)-phenyl]-6-fluoro-benzo[d]isoxazole (250 mg, 0.744 mol) in a mixture of water:acetonitrile (0.1 mL:2.5 mL). Then add potassium carbonate (164 mg, 1.63 mmol) and potassium iodide (12 mg, 1.07 mmol) and heat at reflux for 8 hours. Stir at room temperature for 72 hours, filter the suspension and wash the solid thoroughly with dichloromethane. Dilute the resulting solution with dichl... Reactants: NC1=C(C(=O)O)C(=CC=C1)Cl (2-amino-6-chlorobenzoic acid), C(C)(=O)OC(C)=O (acetic anhydride). Conditions: temperature 120 celsius, time 2 hour. Yields the product ClC1=CC=CC2=C1C(OC(=N2)C)=O (5-chloro-2-methyl-4H-3,1-benzoxazin-4-one). Isolated yield 46.0%. RXN SMILES: [NH2:1][C:2]1[CH:10]=[CH:9][CH:8]=[C:7]([Cl:11])[C:3]=1[C:4]([OH:6])=[O:5].[C:12](OC(=O)C)(=O)[CH3:13]>>[Cl:11][C:7]1[C:3]2[C:4](=[O:6])[O:5][C:12]([CH3:13])=[N:1][C:2]=2[CH:10]=[CH:9][CH:8]=1. Procedure: 2-amino-6-chlorobenzoic acid (25 g) dissolved in acetic anhydride (100 ml) was stirred at 120° C. for 2 hours. The mixture was cooled to room temperature and filtered off. The precipitate was washed with water and Na2CO3 (10%) and dissolved in CH2Cl2. The solution was dried with Na2SO4, filtered off and evaporated. The residue was crystallized twice from benzene, yielding 13 g (46%) of 5-chloro-2-methyl-4H-3,1-benzoxazin-4-one; mp. 148.7° C. (interm. 14). The reactants are BrC1=CC=C(C=C1)C1=NSC2=C1C=CC(=C2)OCCCBr (3-(4-Bromo-phenyl)-6-(3-bromo-propoxy)-benzo[d]isothiazole), N1CCCCC1 (Piperidine). The product is BrC1=CC=C(C=C1)C1=NSC2=C1C=CC(=C2)OCCCN2CCCCC2 (3-(4-Bromo-phenyl)-6-(3-piperidin-1-yl-propoxy)-benzo[d]isothiazole). As a reaction SMILES: [Br:1][C:2]1[CH:7]=[CH:6][C:5]([C:8]2[C:12]3[CH:13]=[CH:14][C:15]([O:17][CH2:18][CH2:19][CH2:20]Br)=[CH:16][C:11]=3[S:10][N:9]=2)=[CH:4][CH:3]=1.[NH:22]1[CH2:27][CH2:26][CH2:25][CH2:24][CH2:23]1>>[Br:1][C:2]1[CH:7]=[CH:6][C:5]([C:8]2[C:12]3[CH:13]=[CH:14][C:15]([O:17][CH2:18][CH2:19][CH2:20][N:22]4[CH2:27][CH2:26][CH2:25][CH2:24][CH2:23]4)=[CH:16][C:11]=3[S:10][N:9]=2)=[CH:4][CH:3]=1. Reported procedure: In analogy to example 3.1, 3-(4-Bromo-phenyl)-6-(3-bromo-propoxy)-benzo[d]isothiazole and Piperidine were converted to yield 3-(4-Bromo-phenyl)-6-(3-piperidin-1-yl-propoxy)-benzo[d]isothiazole as pink oil, MS: 431 (MH+, 1Br). Starting materials: N1([C@H](C(=O)N[C@@H](CCC(N)=O)C(=O)NCC(=O)OCC2=CC=CC=C2)CCC1)C(=O)OC(C)(C)C (Boc-Pro-Gln-Gly-OBzl), [H][H] (hydrogen). The reagents and catalysts are [Pd] (Pd-C). The solvent is CO (methanol). Product: N1([C@H](C(=O)N[C@@H](CCC(N)=O)C(=O)NCC(=O)O)CCC1)C(=O)OC(C)(C)C (Boc-Pro-Gln-Gly-OH). As a reaction SMILES: [N:1]1([C:29]([O:31][C:32]([CH3:35])([CH3:34])[CH3:33])=[O:30])[CH2:28][CH2:27][CH2:26][C@H:2]1[C:3]([NH:5][C@H:6]([C:12]([NH:14][CH2:15][C:16]([O:18]CC1C=CC=CC=1)=[O:17])=[O:13])[CH2:7][CH2:8][C:9](=[O:11])[NH2:10])=[O:4].[H][H]>CO.[Pd]>[N:1]1([C:29]([O:31][C:32]([CH3:35])([CH3:34])[CH3:33])=[O:30])[CH2:28][CH2:27][CH2:26][C@H:2]1[C:3]([NH:5][C@H:6]([C:12]([NH:14][CH2:15][C:16]([OH:18])=[O:17])=[O:13])[CH2:7][CH2:8][C:9](=[O:11])[NH2:10])=[O:4]. Procedure: Boc-Pro-Gln-Gly-OBzl (4.0 g, 8.2 m mol) was dissolved in 90% methanol (60 ml), and hydrogen gas was passed through the solution in the presence of a spoonful of Pd-C for 6 hours. After removing the catalyst by filtration, the filtrate was concentrated under reduced pressure, and the residue was solidified by the addition of ether and recrystallized from methanol-ether. Starting materials: O=C([O-])[O-], C1CNCCN1, C1COCCO1, O=C(Cl)OCc1ccccc1, [K+], [K+], O=C(OCc1ccccc1)C1CCN1, O. Yields the product O=C(OCc1ccccc1)C1CCN1C(=O)OCc1ccccc1. As a reaction SMILES: [C:15](=[O:16])([O-:17])[O-:18].[CH2:32]1[NH:33][CH2:34][CH2:35][NH:36][CH2:37]1.[CH2:38]1[O:39][CH2:40][CH2:41][O:42][CH2:43]1.[Cl:21][C:22](=[O:23])[O:24][CH2:25][c:26]1[cH:27][cH:28][cH:29][cH:30][cH:31]1.[K+:19].[K+:20].[NH:1]1[CH:2]([C:5](=[O:6])[O:7][CH2:8][c:9]2[cH:10][cH:11][cH:12][cH:13][cH:14]2)[CH2:3][CH2:4]1.[OH2:44]>>[N:1]1([C:22](=[O:23])[O:24][CH2:25][c:26]2[cH:27][cH:28][cH:29][cH:30][cH:31]2)[CH:2]([C:5](=[O:6])[O:7][CH2:8][c:9]2[cH:10][cH:11][cH:12][cH:13][cH:14]2)[CH2:3][CH2:4]1. Reactants: CN1N=CC(=C1)C(C)=O (1-(1-methyl-1H-pyrazol-4-yl)ethanone), Br (HBr), BrBr (Br2). Reagents/catalysts: C(C)(=O)O (acetic acid). The solvent is C(Cl)(Cl)Cl (chloroform), C(Cl)(Cl)Cl (chloroform). Conditions: time 1 hour. Yields the product BrCC(=O)C=1C=NN(C1)C (2-Bromo-1-(1-methyl-1H-pyrazol-4-yl)ethanone). Reaction SMILES: [CH3:1][N:2]1[CH:6]=[C:5]([C:7](=[O:9])[CH3:8])[CH:4]=[N:3]1.[BrH:10].BrBr>C(Cl)(Cl)Cl.C(O)(=O)C>[Br:10][CH2:8][C:7]([C:5]1[CH:4]=[N:3][N:2]([CH3:1])[CH:6]=1)=[O:9]. Reported procedure: To a solution of 1-(1-methyl-1H-pyrazol-4-yl)ethanone (0.602 g, 4.85 mmol) in chloroform (20 mL) and of 33% HBr in acetic acid (3.92 mg, 0.05 mmol) was added dropwise a chloroform solution containing Br2 (0.262 mL, 5.09 mmol) via an addition funnel. The reaction mixture was stirred at room temperature for 1 h and then concentrated under reduced pressure. The crude solid was triturated in ethyl acetate, filtered, washed and dried in vacuo. The free base was obtained by triturating the product in ...